This data is from the Open Reaction Database (ORD), a public repository of structured organic reaction records. The task is: describe an organic reaction: reactants, conditions, products, and yield The reactants are O=C(n1ccnc1)n1ccnc1, CN(C)C=O, NCCCCN1CCCCC1, O=C(O)c1n[nH]c2ccccc12. Product: O=C(NCCCCN1CCCCC1)c1n[nH]c2ccccc12. As a reaction SMILES: [C:13]([n:14]1[cH:15][cH:16][n:17][cH:18]1)([n:19]1[cH:20][cH:21][n:22][cH:23]1)=[O:24].[CH3:36][N:37]([CH3:38])[CH:39]=[O:40].[NH2:25][CH2:26][CH2:27][CH2:28][CH2:29][N:30]1[CH2:31][CH2:32][CH2:33][CH2:34][CH2:35]1.[nH:1]1[n:2][c:3]([C:10](=[O:11])[OH:12])[c:4]2[cH:5][cH:6][cH:7][cH:8][c:9]12>>[nH:1]1[n:2][c:3]([C:10](=[O:12])[NH:25][CH2:26][CH2:27][CH2:28][CH2:29][N:30]2[CH2:31][CH2:32][CH2:33][CH2:34][CH2:35]2)[c:4]2[cH:5][cH:6][cH:7][cH:8][c:9]12.